From a dataset of the Open Reaction Database (ORD), a public repository of structured organic reaction records. describe an organic reaction: reactants, conditions, products, and yield The reactants are NC1=CC=C(C=2C(C3=CC=CC=C3C(C12)=O)=O)N (1,4-Diaminoanthraquinone), C(Cl)C1CO1 (epichlorohydrin), C(Cl)C1CO1 (epichlorohydrin), O (water), C(Cl)C1CO1 (epichlorohydrin). The solvent is C(C)(=O)O (acetic acid). Reaction conditions: temperature 50 celsius, time 16 hour. The product is ClCC(CNC1=CC=C(C=2C(C3=CC=CC=C3C(C12)=O)=O)NCC(CCl)O)O (1,4-bis-(3-chloro-2-hydroxypropylamino)-9,10-anthracenedione). Reaction SMILES: [NH2:1][C:2]1[C:15]2[C:14](=[O:16])[C:13]3[C:8](=[CH:9][CH:10]=[CH:11][CH:12]=3)[C:7](=[O:17])[C:6]=2[C:5]([NH2:18])=[CH:4][CH:3]=1.[OH2:19].[CH2:20]([CH:22]1[O:24][CH2:23]1)[Cl:21]>C(O)(=O)C>[Cl:21][CH2:20][CH:22]([OH:19])[CH2:23][NH:1][C:2]1[C:15]2[C:14](=[O:16])[C:13]3[C:8](=[CH:9][CH:10]=[CH:11][CH:12]=3)[C:7](=[O:17])[C:6]=2[C:5]([NH:18][CH2:23][CH:22]([OH:24])[CH2:20][Cl:21])=[CH:4][CH:3]=1. Procedure details: 1,4-Diaminoanthraquinone (20.00 g, 0.084 mole) was slurried in 200 ml of glacial acetic acid containing 12 ml of water. This mixture was heated to 50° C. and treated with 8.0 ml of epichlorohydrin. The reaction temperature was raised to between 90° and 100° C. and the remaining 32 ml of epichlorohydrin was dripped in slowly during 3.5 hours while maintaining this temperature range. A total of 40 ml (0.511 mole) of epichlorohydrin was added to the reaction mixture. After addition was complete, th... The reactants are BrC=1C=C(C=CC1)C1=NC(=CC(=N1)C1=CC(=C(C=C1)Cl)C)C (2-(3-bromo-phenyl)-4-(4-chloro-3-methylphenyl)-6-methyl-pyrimidine), NC1=NC=C(C=C1)B1OC(C(O1)(C)C)(C)C (2-amino-5-(4,4,5,5-tetramethyl-1,3,2-dioxaborolan-2-yl)pyridine). Yields the product ClC1=C(C=C(C=C1)C1=NC(=NC(=C1)C)C=1C=C(C=CC1)C=1C=CC(=NC1)N)C (5-{3-[4-(4-Chloro-3-methyl-phenyl)-6-methyl-pyrimidin-2-yl]-phenyl}-pyridin-2-ylamine), solid. The yield is 70.0%. RXN SMILES: Br[C:2]1[CH:3]=[C:4]([C:8]2[N:13]=[C:12]([C:14]3[CH:19]=[CH:18][C:17]([Cl:20])=[C:16]([CH3:21])[CH:15]=3)[CH:11]=[C:10]([CH3:22])[N:9]=2)[CH:5]=[CH:6][CH:7]=1.[NH2:23][C:24]1[CH:29]=[CH:28][C:27](B2OC(C)(C)C(C)(C)O2)=[CH:26][N:25]=1>>[Cl:20][C:17]1[CH:18]=[CH:19][C:14]([C:12]2[CH:11]=[C:10]([CH3:22])[N:9]=[C:8]([C:4]3[CH:3]=[C:2]([C:27]4[CH:28]=[CH:29][C:24]([NH2:23])=[N:25][CH:26]=4)[CH:7]=[CH:6][CH:5]=3)[N:13]=2)=[CH:15][C:16]=1[CH3:21]. Reported procedure: The title compound was prepared from 2-(3-bromo-phenyl)-4-(4-chloro-3-methylphenyl)-6-methyl-pyrimidine (example E.77) (0.37 g, 1.0 mmol) and commercially available 2-amino-5-(4,4,5,5-tetramethyl-1,3,2-dioxaborolan-2-yl)pyridine (0.24 g, 1.2 mmol) according to the general procedure VI. Obtained as a white solid (0.27 g, 70%). MS (ISP) 387.2 [(M+H)+]; mp 158° C. (dec.). Reactants: C(C)C1(CCCCC1)C(=O)CC#N ((1-ethylcyclohexylcarbonyl)-acetonitrile). Run in Cl (hydrochloric acid). Yields the product C(C)(=O)C1(CCCCC1)CC (1-acetyl-1-ethylcyclohexane). Reaction SMILES: [CH2:1]([C:3]1([C:9]([CH2:11]C#N)=[O:10])[CH2:8][CH2:7][CH2:6][CH2:5][CH2:4]1)[CH3:2]>Cl>[C:9]([C:3]1([CH2:1][CH3:2])[CH2:8][CH2:7][CH2:6][CH2:5][CH2:4]1)(=[O:10])[CH3:11]. Procedure details: To 180 g. of (1-ethylcyclohexylcarbonyl)-acetonitrile was added 1 liter of 12 N hydrochloric acid, and the mixture was stirred under reflux for 2.5 hours and was cooled. The mixture was then extracted with one 1000 ml. and one 500 ml. portion of pentane, and the organic layers were combined, dried over magnesium sulfate and concentrated under vacuum at a temperature near 30°. The desired product was found to co-distill, in part, with the solvent, and so the vacuum and temperature were carefully ... The reactants are COC1CN(C(=O)CNC(=O)OC(C)(C)C)Cc2ccccc21, CCOC(C)=O, Cl. The product is COC1CN(C(=O)CN)Cc2ccccc21. As a reaction SMILES: [C:1]([O:2][C:3]([CH3:4])([CH3:5])[CH3:6])(=[O:7])[NH:8][CH2:9][C:10](=[O:11])[N:12]1[CH2:13][c:14]2[cH:15][cH:16][cH:17][cH:18][c:19]2[CH:20]([O:22][CH3:23])[CH2:21]1.[CH3:25][CH2:26][O:27][C:28]([CH3:29])=[O:30].[ClH:24]>>[NH2:8][CH2:9][C:10](=[O:11])[N:12]1[CH2:13][c:14]2[cH:15][cH:16][cH:17][cH:18][c:19]2[CH:20]([O:22][CH3:23])[CH2:21]1. Starting materials: BrC1=NC=C(C#N)C=C1 (6-bromonicotinonitrile), IC1CCN(CC1)C(=O)OC(C)(C)C (tert-butyl 4-iodopiperidine-1-carboxylate), C(=O)OC(C)(C)C (H-Boc). Yields the product C(#N)C=1C=CC(=NC1)C1CCN(CC1)C(=O)OC(C)(C)C (tert-Butyl 4-(5-cyanopyridin-2-yl)piperidine-1-carboxylate). Isolated yield 27.0%. As a reaction SMILES: Br[C:2]1[CH:9]=[CH:8][C:5]([C:6]#[N:7])=[CH:4][N:3]=1.I[CH:11]1[CH2:16][CH2:15][N:14]([C:17]([O:19][C:20]([CH3:23])([CH3:22])[CH3:21])=[O:18])[CH2:13][CH2:12]1.C(OC(C)(C)C)=O>>[C:6]([C:5]1[CH:8]=[CH:9][C:2]([CH:11]2[CH2:16][CH2:15][N:14]([C:17]([O:19][C:20]([CH3:23])([CH3:22])[CH3:21])=[O:18])[CH2:13][CH2:12]2)=[N:3][CH:4]=1)#[N:7]. Procedure details: This compound was synthesized from 6-bromonicotinonitrile and tert-butyl 4-iodopiperidine-1-carboxylate as described for example 49 step 1 (150 mg, yield 27%). 1H NMR (400 MHz, CDCl3) δ 8.82 (d, J=2.0 Hz, 1H), 7.91 (dd, J=8.2 Hz, 2.1 Hz, 1H), 7.30 (d, J=8.0 Hz, 1H), 4.28 (m, 2H), 2.97-2.81 (m, 3H), 1.91 (m, 2H), 1.78-1.67 (m, 2H), 1.48 (s, 9H). MS (ESI) m/z: Calculated for C16H21N3O2: 287.16. found: 188.2 (M+H-Boc)+ The reactants are C1CCNCC1, CN(C)C=O, O=C(OCC1c2ccccc2-c2ccccc21)N1CCC(c2ccccc2)(c2ccc(O)cc2)CC1. Yields the product Oc1ccc(C2(c3ccccc3)CCNCC2)cc1. RXN SMILES: [CH2:37]1[CH2:38][CH2:39][NH:40][CH2:41][CH2:42]1.[O:43]=[CH:44][N:45]([CH3:46])[CH3:47].[cH:1]1[c:2]2[c:14]([cH:15][cH:16][cH:17]1)-[c:9]1[c:8]([cH:13][cH:12][cH:11][cH:10]1)[CH:3]2[CH2:4][O:5][C:6](=[O:7])[N:18]1[CH2:19][CH2:20][C:21]([c:24]2[cH:25][cH:26][cH:27][cH:28][cH:29]2)([c:30]2[cH:31][cH:32][c:33]([OH:36])[cH:34][cH:35]2)[CH2:22][CH2:23]1>>[NH:18]1[CH2:19][CH2:20][C:21]([c:24]2[cH:25][cH:26][cH:27][cH:28][cH:29]2)([c:30]2[cH:31][cH:32][c:33]([OH:36])[cH:34][cH:35]2)[CH2:22][CH2:23]1. RXN SMILES: [O:16]=[CH:17][N:18]([CH3:19])[CH3:20].[S:21]([Cl:22])([Cl:23])=[O:24].[c:1]1(-[c:10]2[cH:11][cH:12][cH:13][cH:14][cH:15]2)[cH:2][cH:3][c:4]([C:7](=[O:8])[OH:9])[cH:5][cH:6]1>>[c:1]1(-[c:10]2[cH:11][cH:12][cH:13][cH:14][cH:15]2)[cH:2][cH:3][c:4]([C:7](=[O:8])[Cl:23])[cH:5][cH:6]1. Product: O=C(Cl)c1ccc(-c2ccccc2)cc1. The reactants are CN(C)C=O, O=S(Cl)Cl, O=C(O)c1ccc(-c2ccccc2)cc1.